Dataset: the Open Reaction Database (ORD), a public repository of structured organic reaction records. Task: describe an organic reaction: reactants, conditions, products, and yield Starting materials: O=C([O-])[O-], CCOC(C)=O, Cl, CI, [K+], [K+], CN(C)C=O, CCOC(=O)C(C)Nc1ccccc1. Yields the product CCOC(=O)C(C)N(C)c1ccccc1. Reaction SMILES: [C:15](=[O:16])([O-:17])[O-:18].[CH3:29][CH2:30][O:31][C:32](=[O:33])[CH3:34].[ClH:28].[I:21][CH3:22].[K+:19].[K+:20].[O:23]=[CH:24][N:25]([CH3:26])[CH3:27].[c:1]1([NH:7][CH:8]([CH3:9])[C:10](=[O:11])[O:12][CH2:13][CH3:14])[cH:2][cH:3][cH:4][cH:5][cH:6]1>>[c:1]1([N:7]([CH:8]([CH3:9])[C:10](=[O:11])[O:12][CH2:13][CH3:14])[CH3:15])[cH:2][cH:3][cH:4][cH:5][cH:6]1.